This data is from the Open Reaction Database (ORD), a public repository of structured organic reaction records. The task is: describe an organic reaction: reactants, conditions, products, and yield Reactants: ClC1=NC(=NC(=C1)C(F)(F)F)C1=NC=CN=C1 (4-chloro-2-(2-pyrazinyl)-6-(trifluoromethyl)pyrimidine), COC=1C=CC(=C(N)C1)C (5-methoxy-2-methylaniline). Yields the product COC=1C=CC(=C(NC2=NC(=NC(=C2)C(F)(F)F)C2=NC=CN=C2)C1)C (4-(5-Methoxy-2-methylanilino)-2-(2-pyrazinyl)-6-(trifluoromethyl)pyrimidine), solid. Isolated yield 58.0%. RXN SMILES: Cl[C:2]1[CH:7]=[C:6]([C:8]([F:11])([F:10])[F:9])[N:5]=[C:4]([C:12]2[CH:17]=[N:16][CH:15]=[CH:14][N:13]=2)[N:3]=1.[CH3:18][O:19][C:20]1[CH:21]=[CH:22][C:23]([CH3:27])=[C:24]([CH:26]=1)[NH2:25]>>[CH3:18][O:19][C:20]1[CH:21]=[CH:22][C:23]([CH3:27])=[C:24]([CH:26]=1)[NH:25][C:2]1[CH:7]=[C:6]([C:8]([F:11])([F:10])[F:9])[N:5]=[C:4]([C:12]2[CH:17]=[N:16][CH:15]=[CH:14][N:13]=2)[N:3]=1. Procedure: The title compound was prepared from a mixture of 4-chloro-2-(2-pyrazinyl)-6-(trifluoromethyl)pyrimidine (50 mg, 0.192 mmol), 5-methoxy-2-methylaniline (40 mg, 0.288 mmol) similar to Example 76 and isolated as a yellow solid (40 mg, 58%). 1H NMR (CDCl3): 9.75 (d, J=1.2 Hz, 1H), 8.79 (dd, J=1.5, 2.4 Hz, 1H), 8.73 (d, J=2.4 Hz, 1H), 7.28 (d, J=4.5 Hz, 1H), 7.24 (s, 1H), 6.89 (d, J=2.7 Hz, 1H), 6.86 (dd, J=2.7, 8.4 Hz, 1H), 6.73 (s, 1H), 3.82 (s, 3H), 2.22 (s, 3H). Reported procedure: A 50 mL flask fitted with a stir-bar and septum with an Ar inlet was charged with benzimidazole 70 (800 mg, 3.00 mmol) and K2CO3 (829 mg, 6.00 mmol). DMF (10 mL) was added followed by 1-bromo-2-methylpropane (617 mg, 0.489 mL, 4.50 mmol). The mixture was heated in a 90° C. bath overnight. Another 0.5 mL of 1-bromo-2-methylpropane and 300 mg of K2CO3 were added, and the mixture was heated overnight again. A third addition of 0.5 mL of 1-bromo-2-methylpropane and 300 mg of K2CO3 were added. The mi... As a reaction SMILES: [N:1]1[C:5]2[CH:6]=[CH:7][CH:8]=[CH:9][C:4]=2[NH:3][C:2]=1[CH2:10][CH2:11][C:12]1[CH:17]=[CH:16][CH:15]=[C:14]([O:18][CH2:19][CH3:20])[CH:13]=1.C([O-])([O-])=O.[K+].[K+].Br[CH2:28][CH:29]([CH3:31])[CH3:30]>CN(C=O)C>[CH2:19]([O:18][C:14]1[CH:13]=[C:12]([CH2:11][CH2:10][C:2]2[N:3]([CH2:28][CH:29]([CH3:31])[CH3:30])[C:4]3[CH:9]=[CH:8][CH:7]=[CH:6][C:5]=3[N:1]=2)[CH:17]=[CH:16][CH:15]=1)[CH3:20] |f:1.2.3|. The yield is 69.3%. Starting materials: N1=C(NC2=C1C=CC=C2)CCC2=CC(=CC=C2)OCC (1-(2-Benzimidazol-2-ylethyl)-3-ethoxybenzene), C(=O)([O-])[O-].[K+].[K+] (K2CO3), BrCC(C)C (1-bromo-2-methylpropane), C(=O)([O-])[O-].[K+].[K+] (K2CO3), BrCC(C)C (1-bromo-2-methylpropane), BrCC(C)C (1-bromo-2-methylpropane), C(=O)([O-])[O-].[K+].[K+] (K2CO3). The product is C(C)OC=1C=C(C=CC1)CCC1=NC2=C(N1CC(C)C)C=CC=C2 (2-[2-(3-Ethoxyphenyl)ethyl]-1-isobutyl-1H-benzimidazole). Reaction conditions: temperature 90 celsius. Run in CN(C)C=O (DMF).